describe an organic reaction: reactants, conditions, products, and yield From a dataset of the Open Reaction Database (ORD), a public repository of structured organic reaction records. Reactants: C(C)OC(=O)C=1N=CN(C1)C=1C=C(C=CC1)C1=C(C=CC=C1)C#N (1-(2′-Cyano-biphenyl-3-yl)-1H-imidazole-4-carboxylic acid ethyl ester), [OH-].[K+] (potassium hydroxide). Solvent: C(C)O (ethanol). Yields the product C(#N)C1=C(C=CC=C1)C1=CC(=CC=C1)N1C=NC(=C1)C(=O)O (1-(2′-Cyano-biphenyl-3-yl)-1H-imidazole-4-carboxylic acid). As a reaction SMILES: C([O:3][C:4]([C:6]1[N:7]=[CH:8][N:9]([C:11]2[CH:12]=[C:13]([C:17]3[CH:22]=[CH:21][CH:20]=[CH:19][C:18]=3[C:23]#[N:24])[CH:14]=[CH:15][CH:16]=2)[CH:10]=1)=[O:5])C.[OH-].[K+]>C(O)C>[C:23]([C:18]1[CH:19]=[CH:20][CH:21]=[CH:22][C:17]=1[C:13]1[CH:14]=[CH:15][CH:16]=[C:11]([N:9]2[CH:10]=[C:6]([C:4]([OH:5])=[O:3])[N:7]=[CH:8]2)[CH:12]=1)#[N:24] |f:1.2|. Reported procedure: This compound is prepared by hydrolysis of 23d using a 1:1 mixture of aqueous potassium hydroxide (2M) and ethanol. Starting materials: Cl.OC(COC1=CC=C(C=C1)CCCCNC(=N)NC(=O)C1=NC(=C(N=C1N)N)Cl)CO (4-[4-(2,3-Dihydroxypropyloxyl)phenyl]butylamidino-3,5-diamino-6-chloropyrazinecarboxamide Hydrochloride), CO (methanol), O.C1(=CC=C(C=C1)S(=O)(=O)O)C (p-Toluenesulfonic acid monohydrate). Run in CC(=O)C (acetone). Conditions: time 48 hour. Product: CC1(OCC(O1)COC1=CC=C(C=C1)CCCCNC(=N)NC(=O)C1=NC(=C(N=C1N)N)Cl)C (4-[4-(2,2 Dimethyl-[1,3]dioxolan-4 yl)methyloxyphenyl]butylamidino-3,5-diamino-6-chloropyrazinecarboxamide). The yield is 185.6%. As a reaction SMILES: Cl.[OH:2][CH:3]([CH2:31][OH:32])[CH2:4][O:5][C:6]1[CH:11]=[CH:10][C:9]([CH2:12][CH2:13][CH2:14][CH2:15][NH:16][C:17]([NH:19][C:20]([C:22]2[C:27]([NH2:28])=[N:26][C:25]([NH2:29])=[C:24]([Cl:30])[N:23]=2)=[O:21])=[NH:18])=[CH:8][CH:7]=1.CO.O.[C:36]1(C)[CH:41]=CC(S(O)(=O)=O)=C[CH:37]=1>CC(C)=O>[CH3:37][C:36]1([CH3:41])[O:2][CH:3]([CH2:4][O:5][C:6]2[CH:7]=[CH:8][C:9]([CH2:12][CH2:13][CH2:14][CH2:15][NH:16][C:17]([NH:19][C:20]([C:22]3[C:27]([NH2:28])=[N:26][C:25]([NH2:29])=[C:24]([Cl:30])[N:23]=3)=[O:21])=[NH:18])=[CH:10][CH:11]=2)[CH2:31][O:32]1 |f:0.1,3.4|. Reported procedure: Compound 33 (150 mg, 0.3 mmol) was suspended in dry acetone (50 mL) then methanol was added until a clear solution was formed (approx. 15 mL). p-Toluenesulfonic acid monohydrate (25 mg) was added along with molecular sieves (5 A) and the reaction mixture was stirred for 48 h at room temperature. After this time, the reaction mixture was filtered, silica gel (20 mL) was added and the solvent was removed under reduced pressure. This silica gel with the reaction mixture adsorbed was added to the to... Reactants: [Li]CCCC, CC=O, CC(C)(C)OC(=O)N1CCC(c2nc(I)cn2CCN2CCCC2)CC1, C1CCOC1. Yields the product CC(O)c1cn(CCN2CCCC2)c(C2CCN(C(=O)OC(C)(C)C)CC2)n1. As a reaction SMILES: [CH2:27]([Li:28])[CH2:29][CH2:30][CH3:31].[CH:32]([CH3:33])=[O:34].[I:1][c:2]1[n:3][c:4]([CH:14]2[CH2:15][CH2:16][N:17]([C:20](=[O:21])[O:22][C:23]([CH3:24])([CH3:25])[CH3:26])[CH2:18][CH2:19]2)[n:5]([CH2:7][CH2:8][N:9]2[CH2:10][CH2:11][CH2:12][CH2:13]2)[cH:6]1.[O:35]1[CH2:36][CH2:37][CH2:38][CH2:39]1>>[c:2]1([CH:32]([CH3:33])[OH:34])[n:3][c:4]([CH:14]2[CH2:15][CH2:16][N:17]([C:20](=[O:21])[O:22][C:23]([CH3:24])([CH3:25])[CH3:26])[CH2:18][CH2:19]2)[n:5]([CH2:7][CH2:8][N:9]2[CH2:10][CH2:11][CH2:12][CH2:13]2)[cH:6]1. Starting materials: CC=1N=C2N(C(=NC3=C(C2)C=CC=C3)N3CCN(CC3)C)N1 (2-methyl-5-(4-methyl-1-piperazinyl)-11H-1,2,4-triazolo-[2,3-c][1,3]benzodiazepine), C(\C=C/C(=O)O)(=O)O (maleic acid). Solvent: C(C)(C)O (isopropanol), C(C)(C)O (isopropanol). Product: C(\C=C/C(=O)O)(=O)O.CC=1N=C2N(C(=NC3=C(C2)C=CC=C3)N3CCN(CC3)C)N1 (2-methyl-5-(4-methyl-1-piperazinyl)-11H-1,2,4-triazolo[2,3-c][1,3]-benzodiazepine monomaleate). As a reaction SMILES: [CH3:1][C:2]1[N:3]=[C:4]2[CH2:10][C:9]3[CH:11]=[CH:12][CH:13]=[CH:14][C:8]=3[N:7]=[C:6]([N:15]3[CH2:20][CH2:19][N:18]([CH3:21])[CH2:17][CH2:16]3)[N:5]2[N:22]=1.[C:23]([OH:30])(=[O:29])/[CH:24]=[CH:25]\[C:26]([OH:28])=[O:27]>C(O)(C)C>[C:23]([OH:30])(=[O:29])/[CH:24]=[CH:25]\[C:26]([OH:28])=[O:27].[CH3:1][C:2]1[N:3]=[C:4]2[CH2:10][C:9]3[CH:11]=[CH:12][CH:13]=[CH:14][C:8]=3[N:7]=[C:6]([N:15]3[CH2:16][CH2:17][N:18]([CH3:21])[CH2:19][CH2:20]3)[N:5]2[N:22]=1 |f:3.4|. Reported procedure: A solution of 2-methyl-5-(4-methyl-1-piperazinyl)-11H-1,2,4-triazolo-[2,3-c][1,3]benzodiazepine in isopropanol is treated with a solution of an equimolar quantity of maleic acid in isopropanol to give 2-methyl-5-(4-methyl-1-piperazinyl)-11H-1,2,4-triazolo[2,3-c][1,3]-benzodiazepine monomaleate, m.p. 206°-208°, representing a salt of the compound of formula I wherein R1 and R2 =CH3, R3 -R6 =H and CnH2n =CH2CH2.